This data is from the Open Reaction Database (ORD), a public repository of structured organic reaction records. The task is: describe an organic reaction: reactants, conditions, products, and yield The reactants are Cl.IC1=C(C=C(C=C1)OC)CC(N(CCCCC1=CC=CC=C1)C)C (2-iodo-5-methoxy-N,alphadimethyl-N-[(phenyl)butyl]benzeneethanamine hydrochloride), C1(=CC=CC=C1)C#C (phenylacetylene). The reagents and catalysts are [Cu]I (copper (I) iodide), C1=CC=C(C=C1)P(C2=CC=CC=C2)C3=CC=CC=C3.C1=CC=C(C=C1)P(C2=CC=CC=C2)C3=CC=CC=C3.Cl[Pd]Cl (bis(triphenylphosphine)palladium (II) chloride), C1=CC=C(C=C1)P(C2=CC=CC=C2)C3=CC=CC=C3.C1=CC=C(C=C1)P(C2=CC=CC=C2)C3=CC=CC=C3.Cl[Pd]Cl (bis(triphenylphosphine)palladium (II) chloride), [Cu]I (copper (I) iodide). The solvent is C(C)N(CC)CC (triethylamine). Run at time 20 hour. Product: hydrochloride salt, Cl.COC=1C=CC(=C(C1)CC(N(CCCCC1=CC=CC=C1)C)C)C#CC1=CC=CC=C1 (5-methoxy-N,alphadimethyl-N-[(phenyl)butyl]-2-[(phenyl)ethynyl]benzeneethanamine hydrochloride). Yield: 33.1%. As a reaction SMILES: [ClH:1].I[C:3]1[CH:8]=[CH:7][C:6]([O:9][CH3:10])=[CH:5][C:4]=1[CH2:11][CH:12]([CH3:25])[N:13]([CH3:24])[CH2:14][CH2:15][CH2:16][CH2:17][C:18]1[CH:23]=[CH:22][CH:21]=[CH:20][CH:19]=1.[C:26]1([C:32]#[CH:33])[CH:31]=[CH:30][CH:29]=[CH:28][CH:27]=1>C(N(CC)CC)C.C1C=CC(P(C2C=CC=CC=2)C2C=CC=CC=2)=CC=1.C1C=CC(P(C2C=CC=CC=2)C2C=CC=CC=2)=CC=1.Cl[Pd]Cl.[Cu]I>[ClH:1].[CH3:10][O:9][C:6]1[CH:7]=[CH:8][C:3]([C:33]#[C:32][C:26]2[CH:31]=[CH:30][CH:29]=[CH:28][CH:27]=2)=[C:4]([CH2:11][CH:12]([CH3:25])[N:13]([CH3:24])[CH2:14][CH2:15][CH2:16][CH2:17][C:18]2[CH:23]=[CH:22][CH:21]=[CH:20][CH:19]=2)[CH:5]=1 |f:0.1,4.5.6,8.9|. Reported procedure: The free base of 2-iodo-5-methoxy-N,alphadimethyl-N-[(phenyl)butyl]benzeneethanamine hydrochloride (1.66 g, 3.1 mmole) was dissolved in 10 ml of triethylamine and 0.68 ml (6.2 mmole) of phenylacetylene, 11 mg (0.015 mmole) of bis(triphenylphosphine)palladium (II) chloride and 6 mg (0.03 mmole) copper (I) iodide were added. The mixture was stirred under argon at room temperature for 20 hours. An additional 6 mg copper (I) iodide and 11 mg bis(triphenylphosphine)palladium (II) chloride were added.... Reactants: COC1=CC2=CC=CC=C2C=C1NC(OC1=CC=CC=C1)=O (Phenyl N-(2-methoxynaphth-3-yl)carbamate), CC=1C=C(C=C(C1)C)N1CCNCC1 (1-(3,5-dimethylphenyl)piperazine), C1CCC2=NCCCN2CC1 (DBU). Solvent: O1CCCC1 (tetrahydrofuran). Conditions: time 2 hour. Yields the product COC1=CC2=CC=CC=C2C=C1NC(=O)N1CCN(CC1)C1=CC(=CC(=C1)C)C (1-[(2-Methoxynaphth-3-yl)aminocarbonyl]-4-(3,5-dimethylphenyl)piperazine). Isolated yield 72.0%. RXN SMILES: [CH3:1][O:2][C:3]1[C:12]([NH:13][C:14](=[O:22])OC2C=CC=CC=2)=[CH:11][C:10]2[C:5](=[CH:6][CH:7]=[CH:8][CH:9]=2)[CH:4]=1.[CH3:23][C:24]1[CH:25]=[C:26]([N:31]2[CH2:36][CH2:35][NH:34][CH2:33][CH2:32]2)[CH:27]=[C:28]([CH3:30])[CH:29]=1.C1CCN2C(=NCCC2)CC1>O1CCCC1>[CH3:1][O:2][C:3]1[C:12]([NH:13][C:14]([N:34]2[CH2:35][CH2:36][N:31]([C:26]3[CH:27]=[C:28]([CH3:30])[CH:29]=[C:24]([CH3:23])[CH:25]=3)[CH2:32][CH2:33]2)=[O:22])=[CH:11][C:10]2[C:5](=[CH:6][CH:7]=[CH:8][CH:9]=2)[CH:4]=1. Procedure: Phenyl N-(2-methoxynaphth-3-yl)carbamate (375 mg, 1.28 mmol) and 1-(3,5-dimethylphenyl)piperazine (208 mg, 1.28 mmol) were dissolved in anhydrous tetrahydrofuran (25 ml) and thereto DBU (195 mg, 1.28 mmol) was added, and then stirred at room temperature for 2 hours, concentrated under the reduced pressure to remove the solvent and purified by column chromatography to obtain the titled compound. As a reaction SMILES: [C:1]1([C@H:7]([NH:9][CH2:10][Si:11]([CH3:14])([CH3:13])[CH3:12])[CH3:8])[CH:6]=[CH:5][CH:4]=[CH:3][CH:2]=1.[CH2:15]=[O:16]>C(O)CCC>[C:1]1([C@H:7]([N:9]([CH2:10][Si:11]([CH3:13])([CH3:12])[CH3:14])[CH2:15][O:16][CH2:6][CH2:1][CH2:2][CH3:3])[CH3:8])[CH:6]=[CH:5][CH:4]=[CH:3][CH:2]=1. The product is C1(=CC=CC=C1)[C@@H](C)N(COCCCC)C[Si](C)(C)C ((R)-(+)-N-1-Phenylethyl-N-(butoxymethyl)trimethylsilylmethylamine), acetal. Run in C(CCC)O (n-butanol). The reactants are C1(=CC=CC=C1)[C@@H](C)NC[Si](C)(C)C ((R)-(+)-N-1-phenylethyl-N-trimethylsilylmethylamine), C=O (formaldehyde). Reported procedure: The title compound was prepared from (R)-(+)-N-1-phenylethyl-N-trimethylsilylmethylamine by reaction with n-butanol and aqueous formaldehyde following the procedure of Example 2 to give the crude acetal (85% pure) as a colourless oil (34.2 g, 84%). The nmr spectrum was identical to the above (S)-isomer. The reactants are OC(C)(C)C=1N(C=C(N1)C(=O)O)COCC[Si](C)(C)C (2-(2-hydroxypropan-2-yl)-1-((2-(trimethylsilyl)ethoxy)methyl)-1H-imidazole-4-carboxylic acid), NC[C@@H](C)N1N=C(C=C1)C1=CC(=C(C#N)C(=C1)F)Cl ((R)-4-(1-(1-aminopropan-2-yl)-1H-pyrazol-3-yl)-2-chloro-6-fluorobenzonitrile). Yields the product ClC=1C=C(C=C(C1C#N)F)C1=NN(C=C1)[C@@H](CNC(=O)C=1N=C(N(C1)COCC[Si](C)(C)C)C(C)(C)O)C ((R)—N-(2-(3-(3-Chloro-4-cyano-5-fluorophenyl)-1H-pyrazol-1-yl)propyl)-2-(2-hydroxypropan-2-yl)-1-((2-(trimethylsilyl)ethoxy)methyl)-1H-imidazole-4-carboxamide). Reaction SMILES: [OH:1][C:2]([C:5]1[N:6]([CH2:13][O:14][CH2:15][CH2:16][Si:17]([CH3:20])([CH3:19])[CH3:18])[CH:7]=[C:8]([C:10]([OH:12])=O)[N:9]=1)([CH3:4])[CH3:3].[NH2:21][CH2:22][C@H:23]([N:25]1[CH:29]=[CH:28][C:27]([C:30]2[CH:37]=[C:36]([F:38])[C:33]([C:34]#[N:35])=[C:32]([Cl:39])[CH:31]=2)=[N:26]1)[CH3:24]>>[Cl:39][C:32]1[CH:31]=[C:30]([C:27]2[CH:28]=[CH:29][N:25]([C@H:23]([CH3:24])[CH2:22][NH:21][C:10]([C:8]3[N:9]=[C:5]([C:2]([OH:1])([CH3:3])[CH3:4])[N:6]([CH2:13][O:14][CH2:15][CH2:16][Si:17]([CH3:20])([CH3:19])[CH3:18])[CH:7]=3)=[O:12])[N:26]=2)[CH:37]=[C:36]([F:38])[C:33]=1[C:34]#[N:35]. Reported procedure: The title compound was prepared using the procedure described in Example 32(e) starting from 2-(2-hydroxypropan-2-yl)-1-((2-(trimethylsilyl)ethoxy)methyl)-1H-imidazole-4-carboxylic acid (1.43 mmol, 430 mg) and (R)-4-(1-(1-aminopropan-2-yl)-1H-pyrazol-3-yl)-2-chloro-6-fluorobenzonitrile (1.43 mmol, 400 mg). The product was purified by flash-chromatography. Yield 410 mg. LC-MS: [M+1]=561.21. The reactants are ClC=1C=C(C=NC1N1CCC(CC1)N1C(OCC2=C1C=CC=C2)=O)C(=O)O (5-Chloro-6-[4-(2-oxo-2H-3,1-benzoxazin-1(4H)-yl)piperidin-1-yl]pyridine-3-carboxylic acid), Cl.N[C@H](CC(C)C)C(=O)N ((R)-leucinamide hydrochloride). Product: NC(=O)[C@@H](CC(C)C)NC(=O)C=1C=NC(=C(C1)Cl)N1CCC(CC1)N1C(OCC2=C1C=CC=C2)=O (N-[(1R)-1-(Aminocarbonyl)-3-methylbutyl]-5-chloro-6-[4-(2-oxo-2H-3,1-benzoxazin-1(4H)-yl)piperidin-1-yl]pyridine-3-carboxamide). As a reaction SMILES: [Cl:1][C:2]1[CH:3]=[C:4]([C:25]([OH:27])=O)[CH:5]=[N:6][C:7]=1[N:8]1[CH2:13][CH2:12][CH:11]([N:14]2[C:19]3[CH:20]=[CH:21][CH:22]=[CH:23][C:18]=3[CH2:17][O:16][C:15]2=[O:24])[CH2:10][CH2:9]1.Cl.[NH2:29][C@@H:30]([C:35]([NH2:37])=[O:36])[CH2:31][CH:32]([CH3:34])[CH3:33]>>[NH2:37][C:35]([C@H:30]([NH:29][C:25]([C:4]1[CH:5]=[N:6][C:7]([N:8]2[CH2:13][CH2:12][CH:11]([N:14]3[C:19]4[CH:20]=[CH:21][CH:22]=[CH:23][C:18]=4[CH2:17][O:16][C:15]3=[O:24])[CH2:10][CH2:9]2)=[C:2]([Cl:1])[CH:3]=1)=[O:27])[CH2:31][CH:32]([CH3:34])[CH3:33])=[O:36] |f:1.2|. Procedure: The title compound was prepared from the product of example 148 step (i) (0.15 g) and (R)-leucinamide hydrochloride (0.07 g) according to the method of example 115, step (i). Yield 0.05 g as a solid. Starting materials: C(C1=CC=CC=C1)N1C(=C(C2=C(C=CC=C12)C1=CC=C(C=C1)O)C)C1=CC=CC=C1 (4-(1-benzyl-3-methyl-2-phenyl-1H-indol-4-yl)-phenol), O=[O+][O-] (O3), BrCC(=O)OC (methyl bromoacetate). Run in CC(=O)C (acetone). The product is COC(COC1=CC=C(C=C1)C1=C2C(=C(N(C2=CC=C1)CC1=CC=CC=C1)C1=CC=CC=C1)C)=O ([4-(1-Benzyl-3-methyl-2-phenyl-1H-indol-4-yl)-phenoxy]-acetic acid methyl ester), product. Yield: 87.9%. Reaction SMILES: [CH2:1]([N:8]1[C:16]2[C:11](=[C:12]([C:17]3[CH:22]=[CH:21][C:20]([OH:23])=[CH:19][CH:18]=3)[CH:13]=[CH:14][CH:15]=2)[C:10]([CH3:24])=[C:9]1[C:25]1[CH:30]=[CH:29][CH:28]=[CH:27][CH:26]=1)[C:2]1[CH:7]=[CH:6][CH:5]=[CH:4][CH:3]=1.O=[O+][O-].Br[CH2:35][C:36]([O:38][CH3:39])=[O:37]>CC(C)=O>[CH3:39][O:38][C:36](=[O:37])[CH2:35][O:23][C:20]1[CH:21]=[CH:22][C:17]([C:12]2[CH:13]=[CH:14][CH:15]=[C:16]3[C:11]=2[C:10]([CH3:24])=[C:9]([C:25]2[CH:30]=[CH:29][CH:28]=[CH:27][CH:26]=2)[N:8]3[CH2:1][C:2]2[CH:3]=[CH:4][CH:5]=[CH:6][CH:7]=2)=[CH:18][CH:19]=1. Procedure: The desired product was prepared using a procedure similar to step 1 of example 4. Thus, 4-(1-benzyl-3-methyl-2-phenyl-1H-indol-4-yl)-phenol (0.260 g, 0.668 mmol) was reacted with K2C(O3 (0.120 g, 0.868 mmol) and methyl bromoacetate (0.133 g, 0.868 mmol) in acetone (5 ml) to give the product (0.271 g, 0.587 mmol, 88%) as a viscous oil. 1H NMR (DMSO-d6) δ 1.72 (s, 3H), 3.71 (s, 3H), 4.84 (s, 2H), 5.29 (s, 2H), 6.84 (d, J=7.0 Hz, 1H), 6.88 (d, J=7.2 Hz, 2H), 6.98 (d, J=8.7 Hz, 2H), 7.11 (t, J=7.3 ...